Dataset: the Open Reaction Database (ORD), a public repository of structured organic reaction records. Task: describe an organic reaction: reactants, conditions, products, and yield The reactants are C=CC(=O)Cl, O=C([O-])O, ClCCl, Oc1cccc(CCNC2CCCCC2)c1, [Na+]. Product: C=CC(=O)N(CCc1cccc(O)c1)C1CCCCC1. As a reaction SMILES: [C:17]([CH:18]=[CH2:19])(=[O:20])[Cl:21].[C:25](=[O:26])([OH:27])[O-:28].[CH2:22]([Cl:23])[Cl:24].[CH:1]1([NH:7][CH2:8][CH2:9][c:10]2[cH:11][c:12]([OH:16])[cH:13][cH:14][cH:15]2)[CH2:2][CH2:3][CH2:4][CH2:5][CH2:6]1.[Na+:29]>>[CH:1]1([N:7]([CH2:8][CH2:9][c:10]2[cH:11][c:12]([OH:16])[cH:13][cH:14][cH:15]2)[C:17]([CH:18]=[CH2:19])=[O:20])[CH2:2][CH2:3][CH2:4][CH2:5][CH2:6]1.